Dataset: the Open Reaction Database (ORD), a public repository of structured organic reaction records. Task: describe an organic reaction: reactants, conditions, products, and yield Starting materials: N1=CC=C(C=C1)CCCO (4-Pyridinepropanol), CC(=O)OI1(C=2C=CC=CC2C(=O)O1)(OC(=O)C)OC(=O)C (Dess-Martin reagent). Solvent: ClCCl (dichloromethane). Reaction conditions: time 60 minute. The product is N1=CC=C(C=C1)CCC=O (4-Pyridinepropanal). As a reaction SMILES: [N:1]1[CH:6]=[CH:5][C:4]([CH2:7][CH2:8][CH2:9][OH:10])=[CH:3][CH:2]=1.CC(OI1(OC(C)=O)(OC(C)=O)OC(=O)C2C=CC=CC1=2)=O>ClCCl>[N:1]1[CH:6]=[CH:5][C:4]([CH2:7][CH2:8][CH:9]=[O:10])=[CH:3][CH:2]=1. Procedure: 4-Pyridinepropanol (0.60 mL, 4.65 mmol) was added to a solution of the Dess-Martin reagent (2.37 g, 5.58 mol) in dichloromethane (30 mL). After 60 min at RT, the solution was quenched with 10% aq. Na2S2O3, washed with sat. aq. NaHCO3 and brine, dried (Na2SO4), and concentrated. Purification by chromatography (SiO2, 4:1 hexane/ethyl acetate) yielded the title compound. Reactants: C(C)O (ethanol), [OH-].[Li+] (lithium hydroxide), ClC=1C=C(C=CC1OCC1=CC(=CC=C1)F)NC=1C2=C(N=CN1)SC1=C2C=CC(=C1)/C=C/C(=O)OC (methyl (2E)-3-[4-({3-chloro-4-[(3-fluorobenzyl)oxy]phenyl}amino) [1]benzothieno[2,3-d]pyrimidin-7-yl]acrylate). The solvent is C1CCOC1 (THF). Reaction conditions: time 16 hour. Yields the product ClC=1C=C(C=CC1OCC1=CC(=CC=C1)F)NC=1C2=C(N=CN1)SC1=C2C=CC(=C1)/C=C/C(=O)O ((2E)-3-[4-({3-chloro-4-[(3-fluorobenzyl)oxy]phenyl}amino)[1]benzothieno[2,3-d]pyrimidin-7-yl]acrylic acid). Isolated yield 52.0%. Reaction SMILES: [Cl:1][C:2]1[CH:3]=[C:4]([NH:17][C:18]2[C:19]3[C:26]4[CH:27]=[CH:28][C:29](/[CH:31]=[CH:32]/[C:33]([O:35]C)=[O:34])=[CH:30][C:25]=4[S:24][C:20]=3[N:21]=[CH:22][N:23]=2)[CH:5]=[CH:6][C:7]=1[O:8][CH2:9][C:10]1[CH:15]=[CH:14][CH:13]=[C:12]([F:16])[CH:11]=1.C(O)C.[OH-].[Li+]>C1COCC1>[Cl:1][C:2]1[CH:3]=[C:4]([NH:17][C:18]2[C:19]3[C:26]4[CH:27]=[CH:28][C:29](/[CH:31]=[CH:32]/[C:33]([OH:35])=[O:34])=[CH:30][C:25]=4[S:24][C:20]=3[N:21]=[CH:22][N:23]=2)[CH:5]=[CH:6][C:7]=1[O:8][CH2:9][C:10]1[CH:15]=[CH:14][CH:13]=[C:12]([F:16])[CH:11]=1 |f:2.3|. Procedure details: To a suspension of methyl (2E)-3-[4-({3-chloro-4-[(3-fluorobenzyl)oxy]phenyl}amino) [1]benzothieno[2,3-d]pyrimidin-7-yl]acrylate (100 mg, 0.19 mmol) in THF (3 vmL) were added ethanol (1 mL) and lithium hydroxide (2 N, 0.5 mL, 1 mmol, 5 equiv). The contents were stirred at rt for 16 h. The mixture was concentrated to dryness and the residue was triturated with ether and ethyl acetate to remove organic impurities. To the solid was added some water and 1N HCl to adjust the pH to ˜6. The solid was f... The reactants are C=CCSc1ncc(Cl)cn1, CC(=O)O, OO. The product is C=CCS(=O)c1ncc(Cl)cn1. As a reaction SMILES: [CH2:3]([CH:4]=[CH2:5])[S:6][c:7]1[n:8][cH:9][c:10]([Cl:13])[cH:11][n:12]1.[CH3:14][C:15](=[O:16])[OH:17].[OH:1][OH:2]>>[O:1]=[S:6]([CH2:3][CH:4]=[CH2:5])[c:7]1[n:8][cH:9][c:10]([Cl:13])[cH:11][n:12]1.